This data is from the Open Reaction Database (ORD), a public repository of structured organic reaction records. The task is: describe an organic reaction: reactants, conditions, products, and yield The reactants are BrC1=C(C(=C(C=C1)F)CBr)CBr (1-bromo-2,3-bis(bromomethyl)-4-fluorobenzene), C(O)([O-])=O.[K+] (potassium hydrogen carbonate), C(C1=CC=CC=C1)N (benzylamine). The solvent is CC#N (CH3CN). Run at temperature 25 celsius, time 18 hour. Yields the product C(C1=CC=CC=C1)N1CC2=C(C=CC(=C2C1)Br)F (2-benzyl-4-bromo-7-fluoroisoindoline). Isolated yield 46.7%. Reaction SMILES: [Br:1][C:2]1[CH:7]=[CH:6][C:5]([F:8])=[C:4]([CH2:9]Br)[C:3]=1[CH2:11]Br.C(=O)([O-])O.[K+].[CH2:18]([NH2:25])[C:19]1[CH:24]=[CH:23][CH:22]=[CH:21][CH:20]=1>CC#N>[CH2:18]([N:25]1[CH2:11][C:3]2[C:4](=[C:5]([F:8])[CH:6]=[CH:7][C:2]=2[Br:1])[CH2:9]1)[C:19]1[CH:24]=[CH:23][CH:22]=[CH:21][CH:20]=1 |f:1.2|. Procedure details: To a mixture of 1-bromo-2,3-bis(bromomethyl)-4-fluorobenzene (7.59 g, 21.0 mmol) and potassium hydrogen carbonate (5.26 g, 52.6 mmol) in 800 mL CH3CN was added benzylamine (2.25 g, 21.0 mmol). The resulting suspension was refluxed for 8 h then stirred at 25° C. for 18 h. The mixture was filtered, and the residue was purified by column chromatography on silica gel (gradient elution, 10 to 60% DCM in hexanes) and concentrated to give 2-benzyl-4-bromo-7-fluoroisoindoline (3.00 g, 46% yield) as colo... Reactants: C1(C=CC2=CC=CC=C12)=O (indenone), formula 23, BrBr (Br2). The solvent is C(Cl)Cl (CH2Cl2). Reaction conditions: time 2.5 hour. The product is BrC=1C(C2=CC=CC=C2C1)=O (2-bromoindenone), formula 17. As a reaction SMILES: [C:1]1(=[O:10])[C:9]2[C:4](=[CH:5][CH:6]=[CH:7][CH:8]=2)[CH:3]=[CH:2]1.[Br:11]Br>C(Cl)Cl>[Br:11][C:2]1[C:1](=[O:10])[C:9]2[C:4]([CH:3]=1)=[CH:5][CH:6]=[CH:7][CH:8]=2. Procedure: The indenone of formula 23 prepared in Step 2 is dissolved in CH2Cl2, 1M Br2 solution (dissolved in CH2Cl2) is added thereto. The resulting mixture is stirred for 2 to 3 h at room temperature, to obtain the 2-bromoindenone of formula 17. Starting materials: ClC1=NC2=CC=C(C3=C2N1C(CO3)C3=CC=CC=C3)C=3C(=NOC3C)C (2-chloro-7-(3,5-dimethylisoxazol-4-yl)-4-phenyl-4,5-dihydroimidazo[1,5,4-de][1,4]benzoxazine), Br[Zn]CCC (bromo(propyl)zinc). The reagents and catalysts are C=1C=CC(=CC1)[P](C=2C=CC=CC2)(C=3C=CC=CC3)[Pd]([P](C=4C=CC=CC4)(C=5C=CC=CC5)C=6C=CC=CC6)([P](C=7C=CC=CC7)(C=8C=CC=CC8)C=9C=CC=CC9)[P](C=1C=CC=CC1)(C=1C=CC=CC1)C=1C=CC=CC1 (tetrakis(triphenylphosphine)palladium(0)). Solvent: C1CCOC1 (THF), C1CCOC1 (THF). Conditions: temperature 150 celsius. The product is CC1=NOC(=C1C1=CC=C2C=3N(C(COC31)C3=CC=CC=C3)C=N2)C (7-(3,5-Dimethylisoxazol-4-yl)-4-phenyl-4,5-dihydroimidazo[1,5,4-de][1,4]benzoxazine). RXN SMILES: Cl[C:2]1[N:10]2[CH:11]([C:14]3[CH:19]=[CH:18][CH:17]=[CH:16][CH:15]=3)[CH2:12][O:13][C:8]3=[C:9]2[C:4](=[CH:5][CH:6]=[C:7]3[C:20]2[C:21]([CH3:26])=[N:22][O:23][C:24]=2[CH3:25])[N:3]=1.Br[Zn]CCC>C1COCC1.C1C=CC([P]([Pd]([P](C2C=CC=CC=2)(C2C=CC=CC=2)C2C=CC=CC=2)([P](C2C=CC=CC=2)(C2C=CC=CC=2)C2C=CC=CC=2)[P](C2C=CC=CC=2)(C2C=CC=CC=2)C2C=CC=CC=2)(C2C=CC=CC=2)C2C=CC=CC=2)=CC=1>[CH3:26][C:21]1[C:20]([C:7]2[C:8]3[O:13][CH2:12][CH:11]([C:14]4[CH:19]=[CH:18][CH:17]=[CH:16][CH:15]=4)[N:10]4[CH:2]=[N:3][C:4]([C:9]=34)=[CH:5][CH:6]=2)=[C:24]([CH3:25])[O:23][N:22]=1 |^1:40,42,61,80|. Reported procedure: A reaction mixture of 2-chloro-7-(3,5-dimethylisoxazol-4-yl)-4-phenyl-4,5-dihydroimidazo[1,5,4-de][1,4]benzoxazine (15 mg, 0.041 mmol), 0.5 M bromo(propyl)zinc in THF (0.5 mL) and tetrakis(triphenylphosphine)palladium(0) (2 mg, 0.002 mmol) in THF (0.4 mL) under nitrogen was heated in a microwave at 150° C. for 5 min. Purification of the product by preparative LCMS using pH 10 buffer gave the title compound. LCMS calc. for C20H17N3O2 (M+H)+: m/z=332.1. found: 332.2. Reactants: C(C1=CC=CC=C1)N(CC(COC1=CC=C(C=C1)C=1N(C=CN1)C)O)CCOC1=CC(=C(C=C1)OCC1=CC=CC=C1)C(N)=O (1-[N-benzyl-2-(3-carbamoyl-4-benzyloxyphenoxy)-ethylamino]-3-[4-[1-methyl-1H-imidazol-2-yl]-phenoxy]-2-propanol). Run in CO (methanol). Product: C(N)(=O)C=1C=C(OCCNCC(COC2=CC=C(C=C2)C=2N(C=CN2)C)O)C=CC1O (1-[2-(3-carbamoyl-4-hydroxyphenoxy)-ethylamino]-3-[4-(1-methyl-1H-imidazol-2-yl)-phenoxy]-2-propanol). Reaction SMILES: C([N:8]([CH2:26][CH2:27][O:28][C:29]1[CH:34]=[CH:33][C:32]([O:35]CC2C=CC=CC=2)=[C:31]([C:43](=[O:45])[NH2:44])[CH:30]=1)[CH2:9][CH:10]([OH:25])[CH2:11][O:12][C:13]1[CH:18]=[CH:17][C:16]([C:19]2[N:20]([CH3:24])[CH:21]=[CH:22][N:23]=2)=[CH:15][CH:14]=1)C1C=CC=CC=1>CO>[C:43]([C:31]1[CH:30]=[C:29]([CH:34]=[CH:33][C:32]=1[OH:35])[O:28][CH2:27][CH2:26][NH:8][CH2:9][CH:10]([OH:25])[CH2:11][O:12][C:13]1[CH:14]=[CH:15][C:16]([C:19]2[N:20]([CH3:24])[CH:21]=[CH:22][N:23]=2)=[CH:17][CH:18]=1)(=[O:45])[NH2:44]. Procedure: A solution of 0.85 g of crude 1-[N-benzyl-2-(3-carbamoyl-4-benzyloxyphenoxy)-ethylamino]-3-[4-[1-methyl-1H-imidazol-2-yl]-phenoxy]-2-propanol in 10 ml of methanol is hydrogenated analogously to Example 8. After working up, the 1-[2-(3-carbamoyl-4-hydroxyphenoxy)-ethylamino]-3-[4-(1-methyl-1H-imidazol-2-yl)-phenoxy]-2-propanol having a melting point of 108°-112° is obtained. Reactants: ClC1=CC=C(C=C1)C1(N=C(N(C1(C)C1=CC=C(C=C1)Cl)C(=O)Cl)C1=C(C=C(C=C1)OC)OC(C)C)C (rac-(4S*,5R*)-4,5-bis-(4-chloro-phenyl)-2-(2-isopropoxy-4-methoxy-phenyl)-4,5-dimethyl-4,5-dihydro-imidazole-1-carbonyl chloride), Cl.Cl.N1(CCNCC1)CC(=O)N (2-piperazin-1-yl-acetamide dihydrochloride). The product is ClC1=CC=C(C=C1)[C@@]1(N=C(N([C@]1(C)C1=CC=C(C=C1)Cl)C(=O)N1CCN(CC1)CC(=O)N)C1=C(C=C(C=C1)OC)OC(C)C)C (rac-2-{4-[(4S*,5R*)-4,5-Bis-(4-chloro-phenyl)-2-(2-isopropoxy-4-methoxy-phenyl)-4,5-dimethyl-4,5-dihydro-imidazole-1-carbonyl]-piperazin-1-yl}-acetamide). Reaction SMILES: [Cl:1][C:2]1[CH:7]=[CH:6][C:5]([C:8]2([CH3:36])[C:12]([C:14]3[CH:19]=[CH:18][C:17]([Cl:20])=[CH:16][CH:15]=3)([CH3:13])[N:11]([C:21](Cl)=[O:22])[C:10]([C:24]3[CH:29]=[CH:28][C:27]([O:30][CH3:31])=[CH:26][C:25]=3[O:32][CH:33]([CH3:35])[CH3:34])=[N:9]2)=[CH:4][CH:3]=1.Cl.Cl.[N:39]1([CH2:45][C:46]([NH2:48])=[O:47])[CH2:44][CH2:43][NH:42][CH2:41][CH2:40]1>>[Cl:1][C:2]1[CH:7]=[CH:6][C:5]([C@@:8]2([CH3:36])[C@:12]([C:14]3[CH:15]=[CH:16][C:17]([Cl:20])=[CH:18][CH:19]=3)([CH3:13])[N:11]([C:21]([N:42]3[CH2:43][CH2:44][N:39]([CH2:45][C:46]([NH2:48])=[O:47])[CH2:40][CH2:41]3)=[O:22])[C:10]([C:24]3[CH:29]=[CH:28][C:27]([O:30][CH3:31])=[CH:26][C:25]=3[O:32][CH:33]([CH3:34])[CH3:35])=[N:9]2)=[CH:4][CH:3]=1 |f:1.2.3|. Reported procedure: In a manner analogous to the method described in example 5, rac-(4S*,5R*)-4,5-bis-(4-chloro-phenyl)-2-(2-isopropoxy-4-methoxy-phenyl)-4,5-dimethyl-4,5-dihydro-imidazole-1-carbonyl chloride was reacted with 2-piperazin-1-yl-acetamide dihydrochloride (Matrix Scientific) to give the title compound. HR-MS (ES, m/z) calculated for C34H40N5O4Cl2 [(M+H)+] 652.2452, observed 652.2451.